This data is from the Open Reaction Database (ORD), a public repository of structured organic reaction records. The task is: describe an organic reaction: reactants, conditions, products, and yield The reactants are CS(=O)(=O)C1=CC=C(C=C1)C1=CC(=NN1C1=CC=C(OCC(=O)OCC)C=C1)C(F)(F)F (ethyl 4-{5-[4-(methylsulfonyl)phenyl]-3-(trifluoromethyl)-1-pyrazolyl}phenoxyacetate), [OH-].[Na+] (sodium hydroxide). The solvent is O1CCCC1 (tetrahydrofuran), C(C)O (ethanol). The product is CS(=O)(=O)C1=CC=C(C=C1)C1=CC(=NN1C1=CC=C(OCC(=O)O)C=C1)C(F)(F)F (4-{5-[4-(methylsulfonyl)phenyl]-3-(trifluoromethyl)-1-pyrazolyl}phenoxyacetic acid). The yield is 68.8%. RXN SMILES: [CH3:1][S:2]([C:5]1[CH:10]=[CH:9][C:8]([C:11]2[N:15]([C:16]3[CH:28]=[CH:27][C:19]([O:20][CH2:21][C:22]([O:24]CC)=[O:23])=[CH:18][CH:17]=3)[N:14]=[C:13]([C:29]([F:32])([F:31])[F:30])[CH:12]=2)=[CH:7][CH:6]=1)(=[O:4])=[O:3].[OH-].[Na+]>O1CCCC1.C(O)C>[CH3:1][S:2]([C:5]1[CH:10]=[CH:9][C:8]([C:11]2[N:15]([C:16]3[CH:28]=[CH:27][C:19]([O:20][CH2:21][C:22]([OH:24])=[O:23])=[CH:18][CH:17]=3)[N:14]=[C:13]([C:29]([F:32])([F:30])[F:31])[CH:12]=2)=[CH:7][CH:6]=1)(=[O:3])=[O:4] |f:1.2|. Procedure: A mixture of ethyl 4-{5-[4-(methylsulfonyl)phenyl]-3-(trifluoromethyl)-1-pyrazolyl}phenoxyacetate (1.7 g), 10% sodium hydroxide (10 ml) in tetrahydrofuran (10 ml) and ethanol (40 ml) was refluxed for 3 hours. The solvent was evaporated, and the residue was dissolved in water and acidified with hydrochloric acid. The precipitates were filtered and recrystallized from a mixture of tetrahydrofuran, ethanol, and isopropyl ether to give 4-{5-[4-(methylsulfonyl)phenyl]-3-(trifluoromethyl)-1-pyrazolyl}...